From a dataset of the Open Reaction Database (ORD), a public repository of structured organic reaction records. describe an organic reaction: reactants, conditions, products, and yield Reactants: [BH3-]C#N, O=C([O-])O, CC(=O)O, CO, CN(CC(CC=O)c1ccc(Cl)c(Cl)c1)C(=O)c1ccccc1, O=C1CCCCN1C1CCNCC1, [Na+], [Na+]. Product: CN(CC(CCN1CCC(N2CCCCC2=O)CC1)c1ccc(Cl)c(Cl)c1)C(=O)c1ccccc1. As a reaction SMILES: [C:41]([BH3-:42])#[N:43].[C:47](=[O:48])([OH:49])[O-:50].[CH3:37][C:38](=[O:39])[OH:40].[CH3:45][OH:46].[Cl:1][c:2]1[cH:3][c:4]([CH:9]([CH2:10][N:11]([C:12]([c:13]2[cH:14][cH:15][cH:16][cH:17][cH:18]2)=[O:19])[CH3:20])[CH2:21][CH:22]=[O:23])[cH:5][cH:6][c:7]1[Cl:8].[N:24]1([CH:31]2[CH2:32][CH2:33][NH:34][CH2:35][CH2:36]2)[C:25](=[O:30])[CH2:26][CH2:27][CH2:28][CH2:29]1.[Na+:44].[Na+:51]>>[Cl:1][c:2]1[cH:3][c:4]([CH:9]([CH2:10][N:11]([C:12]([c:13]2[cH:14][cH:15][cH:16][cH:17][cH:18]2)=[O:19])[CH3:20])[CH2:21][CH2:22][N:34]2[CH2:33][CH2:32][CH:31]([N:24]3[C:25](=[O:30])[CH2:26][CH2:27][CH2:28][CH2:29]3)[CH2:36][CH2:35]2)[cH:5][cH:6][c:7]1[Cl:8]. The reactants are BrCC(=O)C1=CC(=C(C(=C1)S(N)(=O)=O)C)C (2-bromo-3',4'-dimethyl-5'-sulfamoyl-acetophenon), CNC(=S)NC (1,3-dimethyl-thiourea). Yields the product Br.CC=1C=C(C=C(C1C)S(N)(=O)=O)C1(N(C(SC1)=NC)C)O (4-(3,4-Dimethyl-5-sulfamoylphenyl)-3-methyl-2-methylimino-1,3-thiazolidine-4-ol-hydrobromide). As a reaction SMILES: [Br:1][CH2:2][C:3]([C:5]1[CH:10]=[C:9]([S:11](=[O:14])(=[O:13])[NH2:12])[C:8]([CH3:15])=[C:7]([CH3:16])[CH:6]=1)=[O:4].[CH3:17][NH:18][C:19]([NH:21][CH3:22])=[S:20]>>[BrH:1].[CH3:16][C:7]1[CH:6]=[C:5]([C:3]2([OH:4])[CH2:2][S:20][C:19](=[N:18][CH3:17])[N:21]2[CH3:22])[CH:10]=[C:9]([S:11](=[O:14])(=[O:13])[NH2:12])[C:8]=1[CH3:15] |f:2.3|. Reported procedure: 3.1 g of 2-bromo-3',4'-dimethyl-5'-sulfamoyl-acetophenon were reacted according to the method described in Example 6 with 1.1 g of 1,3-dimethyl-thiourea and the 4-(3,4-dimethyl-5-sulfamoylphenyl)-3-methyl-2-methylimino-1,3-thiazolidine-4-ol-hydrobromide was filtered off. M.p. 252°-255° C (decomposition). Starting materials: FC1=C(C#N)C=CC=C1 (2-fluorobenzonitrile), C1(=CC=CC=C1)NCCN (N-phenylethylenediamine). Product: C1(=CC=CC=C1)NCCNC1=C(C#N)C=CC=C1 (2-(2-Phenylaminoethylamino)benzonitrile). As a reaction SMILES: F[C:2]1[CH:9]=[CH:8][CH:7]=[CH:6][C:3]=1[C:4]#[N:5].[C:10]1([NH:16][CH2:17][CH2:18][NH2:19])[CH:15]=[CH:14][CH:13]=[CH:12][CH:11]=1>>[C:10]1([NH:16][CH2:17][CH2:18][NH:19][C:2]2[CH:9]=[CH:8][CH:7]=[CH:6][C:3]=2[C:4]#[N:5])[CH:15]=[CH:14][CH:13]=[CH:12][CH:11]=1. Procedure details: According to a similar manner to that in Reference Example 12, the title compound was synthesized from 2-fluorobenzonitrile and N-phenylethylenediamine. Reactants: C(N)(=O)C=1C=C(C=CC1F)NC(C(=O)O)C1=CC(=C(C=C1)OC)OC (2-(3-Carbamoyl-4-fluorophenylamino)-2-(3,4-dimethoxyphenyl)acetic acid), O.C(C=O)(=O)O (glyoxylic acid monohydrate), NC1=CC(=NC=C1)C(=O)N (4-Aminopicolinamide), COC=1C=C(C=CC1OC)B(O)O (3,4-dimethoxyphenylboronic acid). Yields the product C(N)(=O)C1=NC=CC(=C1)NC(C(=O)O)C1=CC(=C(C=C1)OC)OC (2-(2-Carbamoylpyridin-4-ylamino)-2-(3,4-dimethoxyphenyl)acetic acid). The yield is 63.0%. As a reaction SMILES: [C:1]([C:4]1[CH:5]=[C:6]([NH:11][CH:12]([C:16]2[CH:21]=[CH:20][C:19]([O:22][CH3:23])=[C:18]([O:24][CH3:25])[CH:17]=2)[C:13]([OH:15])=[O:14])[CH:7]=[CH:8]C=1F)(=[O:3])[NH2:2].[NH2:26]C1C=CN=C(C(N)=O)C=1.COC1C=C(B(O)O)C=CC=1OC.O.C(O)(=O)C=O>>[C:1]([C:4]1[CH:5]=[C:6]([NH:11][CH:12]([C:16]2[CH:21]=[CH:20][C:19]([O:22][CH3:23])=[C:18]([O:24][CH3:25])[CH:17]=2)[C:13]([OH:15])=[O:14])[CH:7]=[CH:8][N:26]=1)(=[O:3])[NH2:2] |f:3.4|. Reported procedure: 99C was prepared in a procedure similar to that of 13A using 99B, 3,4-dimethoxyphenylboronic acid and glyoxylic acid monohydrate. Yield: 63%. 1H NMR (400 MHz, Methanol-d4) δ ppm 3.83 (s, 3H) 3.84 (s, 3H) 5.45 (s, 1H) 6.95-7.01 (m, 2H) 7.05-7.11 (m, 3H) 8.11 (d, J=6.59 Hz, 1H); LCMS: 331 (M+1). Procedure: To a solution of 5-bromo-2-nitroaniline (1 g, 4.61 mmol) in dichloromethane (15 mL) were added TEA (8.35 mL, 59.9 mmol, 1.3 eq.) and triphosgene (1.37 g, 4.61 mmol, 1 equiv.) at 0° C. The mixture was stirred for three hours at room temperature and the pyrrolidine (0.39 g, 5.53 mmol, 1.2 equiv.) was added slowly. The reaction was stirred for an additional two hours. The reaction crude was diluted with dichloromethane and washed with water and brine. The organic layers were dried over MgSO4, filte... Run in ClCCl (dichloromethane), ClCCl (dichloromethane). Yields the product NC1=C(C=C(C=C1)Br)NC(=O)N1CCCC1 (N-(2-amino-5-bromophenyl)pyrrolidine-1-carboxamide). The reactants are BrC=1C=CC(=C(N)C1)[N+](=O)[O-] (5-bromo-2-nitroaniline), TEA, ClC(Cl)(OC(OC(Cl)(Cl)Cl)=O)Cl (triphosgene), N1CCCC1 (pyrrolidine). Reaction SMILES: [Br:1][C:2]1[CH:3]=[CH:4][C:5]([N+:9]([O-])=O)=[C:6]([CH:8]=1)[NH2:7].ClC(Cl)(O[C:16](=[O:22])OC(Cl)(Cl)Cl)Cl.[NH:24]1[CH2:28][CH2:27][CH2:26][CH2:25]1>ClCCl>[NH2:9][C:5]1[CH:4]=[CH:3][C:2]([Br:1])=[CH:8][C:6]=1[NH:7][C:16]([N:24]1[CH2:28][CH2:27][CH2:26][CH2:25]1)=[O:22]. Isolated yield 34.4%. Conditions: time 3 hour. Reaction conditions: time 5 minute. As a reaction SMILES: F[C:2]1[N:7]=[C:6]([F:8])[CH:5]=[CH:4][N:3]=1.Cl.[CH3:10][O:11][C:12](=[O:16])[CH2:13][NH:14][CH3:15].C(N(CC)C(C)C)(C)C>CCCC(C)C>[F:8][C:6]1[CH:5]=[CH:4][N:3]=[C:2]([N:14]([CH3:15])[CH2:13][C:12]([O:11][CH3:10])=[O:16])[N:7]=1 |f:1.2|. Yields the product FC1=NC(=NC=C1)N(CC(=O)OC)C (N-[4-Fluoropyrimidin-2-yl]-N-methylglycine, methyl ester). Reported procedure: To a solution of 2,4-difluoropyrimidine (J.Heterocyclic Chem. 1985, 22, 149) (4.48 g) in isohexane (50 ml) at 0° C. was added sarcosine methyl ester hydrochloride (5.39 g) followed by N,N-diisopropylethylamine (13.45 ml). After 5 minutes, the ice bath was removed and the reaction mixture allowed to stir at room temperature for 3 hours. The solvents were evaporated under reduced pressure and the residue purified by chromatography eluting with ethyl acetate/isohexane mixtures. The first and minor ... The solvent is CCCC(C)C (isohexane). Reactants: FC1=NC=CC(=N1)F (2,4-difluoropyrimidine), Cl.COC(CNC)=O (sarcosine methyl ester hydrochloride), C(C)(C)N(C(C)C)CC (N,N-diisopropylethylamine). Starting materials: C(C)OC(C(C)(C)OC1=C(C=C(C=C1)CCCC1N(C(N(C1)CC1=CC=C(C=C1)C(C)(C)C)=O)C)C)=O (2-(4-{3-[1-(4-tert-Butyl-benzyl)-3-methyl-2-oxo-imidazolidin-4-yl]-propyl}-2-methyl-phenoxy)-2-methyl-propionic acid ethyl ester). Reaction conditions: temperature 0 celsius. Yield: 97.5%. As a reaction SMILES: C([O:3][C:4](=[O:37])[C:5]([O:8][C:9]1[CH:14]=[CH:13][C:12]([CH2:15][CH2:16][CH2:17][CH:18]2[CH2:22][N:21]([CH2:23][C:24]3[CH:29]=[CH:28][C:27]([C:30]([CH3:33])([CH3:32])[CH3:31])=[CH:26][CH:25]=3)[C:20](=[O:34])[N:19]2[CH3:35])=[CH:11][C:10]=1[CH3:36])([CH3:7])[CH3:6])C>CO>[C:30]([C:27]1[CH:28]=[CH:29][C:24]([CH2:23][N:21]2[CH2:22][CH:18]([CH2:17][CH2:16][CH2:15][C:12]3[CH:13]=[CH:14][C:9]([O:8][C:5]([CH3:6])([CH3:7])[C:4]([OH:37])=[O:3])=[C:10]([CH3:36])[CH:11]=3)[N:19]([CH3:35])[C:20]2=[O:34])=[CH:25][CH:26]=1)([CH3:31])([CH3:32])[CH3:33]. The product is C(C)(C)(C)C1=CC=C(CN2C(N(C(C2)CCCC2=CC(=C(OC(C(=O)O)(C)C)C=C2)C)C)=O)C=C1 (2-(4-{3-[1-(4-tert-Butyl-benzyl)-3-methyl-2-oxo-imidazolidin-4-yl]-propyl}-2-methyl-phenoxy)-2-methyl-propionic acid). Procedure: 2-(4-{3-[1-(4-tert-Butyl-benzyl)-3-methyl-2-oxo-imidazolidin-4-yl]-propyl}-2-methyl-phenoxy)-2-methyl-propionic acid ethyl ester (0.065 g, 0.128 mmole) is treated with 3:1 MeOH/5.0N NaOH (4 mL) at room temperature overnight, and then concentrated. The resulting residue is diluted with water (2 mL), cooled down to 0° C., acidified to pH=2 by adding concentrated HCl dropwise. The aqueous suspension is loaded on a Chem elut tube and eluted with DCM (50 mL). Evaporation of methylene chloride gives t... Solvent: CO (MeOH). Starting materials: C1(CCCCC1)C1=CC=C(C(=O)[C@@H]2[C@@H](C2)C(=O)O)C=C1 (cis-2-(p-cyclohexylbenzoyl)-cyclopropanecarboxylic acid), O.NN (hydrazine hydrate). Solvent: C(C)O (ethanol). The product is C1(CCCCC1)C1=CC=C(C=C1)C=1C2CC2C(NN1)=O (2-(p-cyclohexylphenyl)-3,4-diaza-bicyclo[4.1.0]hept-2-en-5-one). Isolated yield 92.5%. RXN SMILES: [CH:1]1([C:7]2[CH:20]=[CH:19][C:10]([C:11]([C@H:13]3[CH2:15][C@H:14]3[C:16](O)=[O:17])=O)=[CH:9][CH:8]=2)[CH2:6][CH2:5][CH2:4][CH2:3][CH2:2]1.O.[NH2:22][NH2:23]>C(O)C>[CH:1]1([C:7]2[CH:20]=[CH:19][C:10]([C:11]3[CH:13]4[CH:14]([C:16](=[O:17])[NH:22][N:23]=3)[CH2:15]4)=[CH:9][CH:8]=2)[CH2:6][CH2:5][CH2:4][CH2:3][CH2:2]1 |f:1.2|. Procedure: 8.0 g (29.4 millimoles) of cis-2-(p-cyclohexylbenzoyl)-cyclopropanecarboxylic acid, 1.6 g (32.0 millimoles) of hydrazine hydrate and 100 ml of ethanol are refluxed for 8 hours. The product is filtered off at 0° C. and dried under reduced pressure at 50° C. 7.3 g (93% of theory) of 2-(p-cyclohexylphenyl)-3,4-diaza-bicyclo[4.1.0]hept-2-en-5-one are obtained as almost colorless crystals, of melting point 211°-212° C. after recrystallization from isopropanol.